From a dataset of the Open Reaction Database (ORD), a public repository of structured organic reaction records. describe an organic reaction: reactants, conditions, products, and yield The reactants are C1(CC1)CN1CCN(CC1)C1=C(C=CC=C1)C1CC(CC(C1)(C)C)(C)C (1-cyclopropylmethyl-4-[2-(3,3,5,5-tetramethylcyclohexyl)phenyl]piperazine), O.C1(=CC=C(C=C1)S(=O)(=O)O)C (p-toluenesulfonic acid monohydrate). Solvent: CO (methyl alcohol). Reaction conditions: time 8 hour. Product: C1(=CC=C(C=C1)S(=O)(=O)O)C.C1(CC1)CN1CCN(CC1)C1=C(C=CC=C1)C1CC(CC(C1)(C)C)(C)C (1-Cyclopropylmethyl-4-[2-(3,3,5,5-tetramethylcyclohexyl)phenyl]piperazine p-toluenesulfonate). Yield: 99.0%. As a reaction SMILES: [CH:1]1([CH2:4][N:5]2[CH2:10][CH2:9][N:8]([C:11]3[CH:16]=[CH:15][CH:14]=[CH:13][C:12]=3[CH:17]3[CH2:22][C:21]([CH3:24])([CH3:23])[CH2:20][C:19]([CH3:26])([CH3:25])[CH2:18]3)[CH2:7][CH2:6]2)[CH2:3][CH2:2]1.O.[C:28]1([CH3:38])[CH:33]=[CH:32][C:31]([S:34]([OH:37])(=[O:36])=[O:35])=[CH:30][CH:29]=1>CO>[C:28]1([CH3:38])[CH:29]=[CH:30][C:31]([S:34]([OH:37])(=[O:35])=[O:36])=[CH:32][CH:33]=1.[CH:1]1([CH2:4][N:5]2[CH2:6][CH2:7][N:8]([C:11]3[CH:16]=[CH:15][CH:14]=[CH:13][C:12]=3[CH:17]3[CH2:18][C:19]([CH3:26])([CH3:25])[CH2:20][C:21]([CH3:24])([CH3:23])[CH2:22]3)[CH2:9][CH2:10]2)[CH2:3][CH2:2]1 |f:1.2,4.5|. Procedure details: To 1-cyclopropylmethyl-4-[2-(3,3,5,5-tetramethylcyclohexyl)phenyl]piperazine (304 mg, 0.857 mmol) were added methyl alcohol (2.5 mL) and p-toluenesulfonic acid monohydrate (166 mg, 0.874 mmol) to form a thoroughly dissolved sate, and the mixture was concentrated under reduced pressure. To the obtained residual oil was added ethyl acetate to form a thoroughly dissolved state, and the mixture was allowed to stand at room temperature overnight. The suspension containing precipitated crystals was co... Reactants: CN(N=C(C1=C(C=CC=C1F)Cl)Cl)S(=O)(=O)C1=CC=CC=C1 (N-methyl-N-(phenylsulfonyl)-2-chloro-6-fluorobenzohydrazonoyl chloride), C(CCC)C1=CC(=C(C#N)C=C1)Cl (4-butyl-2-chlorobenzonitrile), [Cl-].[Al+3].[Cl-].[Cl-] (aluminum chloride), ClC1=C(C=CC=C1)Cl (o-dichlorobenzene). The solvent is C(Cl)(Cl)Cl (chloroform). Run at temperature 120 celsius, time 1 hour. Product: C(CCC)C1=CC(=C(C=C1)C1=NC(=NN1C)C1=C(C=CC=C1F)Cl)Cl (5-(4-butyl-2-chlorophenyl)-3-(2-chloro-6-fluorophenyl) 1-methyl-1H-1,2,4-triazole). Isolated yield 60.8%. Reaction SMILES: [CH3:1][N:2](S(C1C=CC=CC=1)(=O)=O)[N:3]=[C:4](Cl)[C:5]1[C:10]([F:11])=[CH:9][CH:8]=[CH:7][C:6]=1[Cl:12].[CH2:23]([C:27]1[CH:34]=[CH:33][C:30]([C:31]#[N:32])=[C:29]([Cl:35])[CH:28]=1)[CH2:24][CH2:25][CH3:26].[Cl-].[Al+3].[Cl-].[Cl-].ClC1C=CC=CC=1Cl>C(Cl)(Cl)Cl>[CH2:23]([C:27]1[CH:34]=[CH:33][C:30]([C:31]2[N:2]([CH3:1])[N:3]=[C:4]([C:5]3[C:10]([F:11])=[CH:9][CH:8]=[CH:7][C:6]=3[Cl:12])[N:32]=2)=[C:29]([Cl:35])[CH:28]=1)[CH2:24][CH2:25][CH3:26] |f:2.3.4.5|. Procedure: N-methyl-N-(phenylsulfonyl)-2-chloro-6-fluorobenzohydrazonoyl chloride (1.10 g), 4-butyl-2-chlorobenzonitrile (0.60 g) and anhydrous aluminum chloride (0.50 g) are added to o-dichlorobenzene (10 ml) and stirred at 120° C. for 1 hour. On completion of the reaction, chloroform (100 ml) is added and washed with dilute hydrochloric acid. After washing with water, the organic layer is dried over anhydrous magnesium sulfate and concentrated under reduced pressure. The concentrate is purified by silica...